This data is from the Open Reaction Database (ORD), a public repository of structured organic reaction records. The task is: describe an organic reaction: reactants, conditions, products, and yield The reactants are [Al+3], C1CCOC1, [H-], [H-], [H-], [H-], [Li+], CCOC(=O)Nc1ccc(Cn2nnc3c(-c4ccco4)nc(N)nc32)cc1C, [Na+], [OH-], O. Yields the product Cc1cc(Cn2nnc3c(-c4ccco4)nc(N)nc32)ccc1NC=O. RXN SMILES: [Al+3:31].[CH2:39]1[O:40][CH2:41][CH2:42][CH2:43]1.[H-:30].[H-:33].[H-:34].[H-:35].[Li+:32].[NH2:1][c:2]1[n:3][c:4](-[c:25]2[o:26][cH:27][cH:28][cH:29]2)[c:5]2[c:6]([n:7]1)[n:8]([CH2:11][c:12]1[cH:13][c:14]([CH3:24])[c:15]([NH:18][C:19]([O:20][CH2:22][CH3:23])=[O:21])[cH:16][cH:17]1)[n:9][n:10]2.[Na+:37].[OH-:36].[OH2:38]>>[NH2:1][c:2]1[n:3][c:4](-[c:25]2[o:26][cH:27][cH:28][cH:29]2)[c:5]2[c:6]([n:7]1)[n:8]([CH2:11][c:12]1[cH:13][c:14]([CH3:24])[c:15]([NH:18][CH:19]=[O:20])[cH:16][cH:17]1)[n:9][n:10]2. Reactants: BrB(Br)Br, CCOc1ccc2nc(S(N)(=O)=O)sc2c1, ClCCl. The product is NS(=O)(=O)c1nc2ccc(O)cc2s1. As a reaction SMILES: [B:1]([Br:2])([Br:3])[Br:4].[CH2:5]([CH3:6])[O:7][c:8]1[cH:9][c:10]2[c:11]([n:12][c:13]([S:15](=[O:16])(=[O:17])[NH2:18])[s:14]2)[cH:19][cH:20]1.[Cl:21][CH2:22][Cl:23]>>[OH:7][c:8]1[cH:9][c:10]2[c:11]([n:12][c:13]([S:15](=[O:16])(=[O:17])[NH2:18])[s:14]2)[cH:19][cH:20]1. Starting materials: CCO, Cl, CNS(=O)(=O)Cc1ccc(NN)cc1, O, O=CCSc1ccccc1. The product is CNS(=O)(=O)Cc1ccc(NN=CCSc2ccccc2)cc1. Reaction SMILES: [CH3:26][CH2:27][OH:28].[ClH:11].[NH:12]([NH2:13])[c:14]1[cH:15][cH:16][c:17]([CH2:20][S:21](=[O:22])(=[O:23])[NH:24][CH3:25])[cH:18][cH:19]1.[OH2:29].[c:1]1([S:7][CH2:8][CH:9]=[O:10])[cH:2][cH:3][cH:4][cH:5][cH:6]1>>[c:1]1([S:7][CH2:8][CH:9]=[N:13][NH:12][c:14]2[cH:15][cH:16][c:17]([CH2:20][S:21](=[O:22])(=[O:23])[NH:24][CH3:25])[cH:18][cH:19]2)[cH:2][cH:3][cH:4][cH:5][cH:6]1. Reactants: Fc1ccc(-c2cc(CCOCc3ccccc3)[nH]n2)cc1, ClCCl, Cl[Fe](Cl)Cl. Yields the product OCCc1cc(-c2ccc(F)cc2)n[nH]1. Reaction SMILES: [CH2:1]([c:2]1[cH:3][cH:4][cH:5][cH:6][cH:7]1)[O:8][CH2:9][CH2:10][c:11]1[cH:12][c:13](-[c:16]2[cH:17][cH:18][c:19]([F:22])[cH:20][cH:21]2)[n:14][nH:15]1.[Cl:23][CH2:24][Cl:25].[Cl:26][Fe:27]([Cl:28])[Cl:29]>>[OH:8][CH2:9][CH2:10][c:11]1[cH:12][c:13](-[c:16]2[cH:17][cH:18][c:19]([F:22])[cH:20][cH:21]2)[n:14][nH:15]1. The reactants are C(#N)C1=CC(=C(CBr)C=C1)F (4-cyano-2-fluorobenzyl bromide), Cl.C(C)(C)(C)OC(CNC)=O (sarcosine tert-butyl ester hydrochloride), C([O-])([O-])=O.[K+].[K+] (potassium carbonate). Run in CC(=O)C (acetone). Reaction conditions: temperature 50 celsius, time 18 hour. The product is C(#N)C1=CC(=C(CN(CC(=O)OC(C)(C)C)C)C=C1)F (tert-butyl N-(4-cyano-2-fluorobenzyl)-N-methylglycinate). Isolated yield 99.8%. Reaction SMILES: [C:1]([C:3]1[CH:10]=[CH:9][C:6]([CH2:7]Br)=[C:5]([F:11])[CH:4]=1)#[N:2].Cl.[C:13]([O:17][C:18](=[O:22])[CH2:19][NH:20][CH3:21])([CH3:16])([CH3:15])[CH3:14].C(=O)([O-])[O-].[K+].[K+]>CC(C)=O>[C:1]([C:3]1[CH:10]=[CH:9][C:6]([CH2:7][N:20]([CH3:21])[CH2:19][C:18]([O:17][C:13]([CH3:16])([CH3:15])[CH3:14])=[O:22])=[C:5]([F:11])[CH:4]=1)#[N:2] |f:1.2,3.4.5|. Procedure: A mixture of 4-cyano-2-fluorobenzyl bromide (250 g, 1.17 mol), sarcosine tert-butyl ester hydrochloride (212.2 g, 1.17 mol) and potassium carbonate (484 g, 3.50 mol) in acetone (2 L) was stirred 24 hours at 50° C. and 18 hours at RT. The reaction mixture was filtered and the filtrate was concentrated under vacuum. The residue was taken up with water (1 L) and extracted with ethyl acetate (2×1 L). The combined organic layers were washed with water (1 L), dried (MgSO4) and concentrated under vacuu... Reactants: CN, CO, CCOC(=O)CCOC(c1cccc(Cl)c1)C1CCCN(C(=O)OC(C)(C)C)C1. The product is CNC(=O)CCOC(c1cccc(Cl)c1)C1CCCN(C(=O)OC(C)(C)C)C1. Reaction SMILES: [CH3:30][NH2:31].[CH3:32][OH:33].[Cl:1][c:2]1[cH:3][c:4]([CH:8]([CH:9]2[CH2:10][N:11]([C:15](=[O:16])[O:17][C:18]([CH3:19])([CH3:20])[CH3:21])[CH2:12][CH2:13][CH2:14]2)[O:22][CH2:23][CH2:24][C:25]([O:27][CH2:26][CH3:28])=[O:29])[cH:5][cH:6][cH:7]1>>[Cl:1][c:2]1[cH:3][c:4]([CH:8]([CH:9]2[CH2:10][N:11]([C:15](=[O:16])[O:17][C:18]([CH3:19])([CH3:20])[CH3:21])[CH2:12][CH2:13][CH2:14]2)[O:22][CH2:23][CH2:24][C:25](=[O:27])[NH:31][CH3:30])[cH:5][cH:6][cH:7]1. Reactants: C1CCNCC1, CN1CC(Cl)CN=C(c2ccccc2)c2cc(Cl)ccc21, Cl, O. The product is CN1c2ccc(Cl)cc2C(c2ccccc2)=NCC1CN1CCCCC1. RXN SMILES: [CH2:24]1[CH2:25][CH2:26][NH:27][CH2:28][CH2:29]1.[Cl:2][CH:3]1[CH2:4][N:5]([CH3:22])[c:6]2[c:7]([cH:17][c:18]([Cl:21])[cH:19][cH:20]2)[C:8]([c:11]2[cH:12][cH:13][cH:14][cH:15][cH:16]2)=[N:9][CH2:10]1.[ClH:1].[OH2:23]>>[CH:3]1([CH2:4][N:27]2[CH2:26][CH2:25][CH2:24][CH2:29][CH2:28]2)[N:5]([CH3:22])[c:6]2[c:7]([cH:17][c:18]([Cl:21])[cH:19][cH:20]2)[C:8]([c:11]2[cH:12][cH:13][cH:14][cH:15][cH:16]2)=[N:9][CH2:10]1.